This data is from the Open Reaction Database (ORD), a public repository of structured organic reaction records. The task is: describe an organic reaction: reactants, conditions, products, and yield Starting materials: CC=1C=CC=CC1C (o-xylene), S(O)(O)(=O)=O (sulphuric acid), CC(CCCC(C)(C)O)N.Cl (heptaminol hydrochloride). The solvent is CO (methanol). Yields the product NC(C)CCCC(C)(C)C1=CC(=C(C=C1)C)C (2-amino-6-(3,4-dimethylphenyl)-6-methylheptane). As a reaction SMILES: [CH3:1][C:2]1[CH:3]=[CH:4][CH:5]=[CH:6][C:7]=1[CH3:8].S(=O)(=O)(O)O.[CH3:14][CH:15]([NH2:23])[CH2:16][CH2:17][CH2:18][C:19](O)([CH3:21])[CH3:20].Cl>CO>[NH2:23][CH:15]([CH2:16][CH2:17][CH2:18][C:19]([C:4]1[CH:5]=[CH:6][C:7]([CH3:8])=[C:2]([CH3:1])[CH:3]=1)([CH3:21])[CH3:20])[CH3:14] |f:2.3|. Reported procedure: 21.2 Parts of o-xylene, 128 parts of 98% w/w sulphuric acid, 24 parts of methanol, and 36.3 parts of heptaminol hydrochloride were stirred at room temperature for 3 days. The work up was carried out as described in Example 2 and gave on distillation 36.2 parts of 2-amino-6-(3,4-dimethylphenyl)-6-methylheptane b16 164°-8° with the following percentage composition by weight. The reactants are C1(CCC(=O)O1)=O (Succinic anhydride), C(CCCCCCCCCCCCC)O (tetradecanol). Solvent: O (water). Conditions: temperature 80 celsius, time 3 hour. Yields the product C(CCCCCCCCCCCCC)OC(=O)CCC(=O)O (3-tetradecyloxycarbonylpropionic acid). The yield is 96.8%. RXN SMILES: [C:1]1(=[O:7])[O:6][C:4](=[O:5])[CH2:3][CH2:2]1.[CH2:8]([OH:22])[CH2:9][CH2:10][CH2:11][CH2:12][CH2:13][CH2:14][CH2:15][CH2:16][CH2:17][CH2:18][CH2:19][CH2:20][CH3:21]>O>[CH2:8]([O:22][C:4]([CH2:3][CH2:2][C:1]([OH:6])=[O:7])=[O:5])[CH2:9][CH2:10][CH2:11][CH2:12][CH2:13][CH2:14][CH2:15][CH2:16][CH2:17][CH2:18][CH2:19][CH2:20][CH3:21]. Procedure: Succinic anhydride (24.2 g) and tetradecanol (42.9 g) were molten by heating them at 120° to 130° C. and stirred for 3 hours. After completion of the reaction, the reaction mixture was cooled to 80° C., and 50 ml of water was added thereto. The mixture was stirred for one additional hour. The reaction mixture was cooled to room temperature and extracted with 200 ml of ethyl acetate. The ethyl acetate solution was washed with 200 ml of water three times and concentrated to dryness under reduced p... The reactants are C(CCC)NCCCC (dibutylamine), [OH-].[Na+] (sodium hydroxide), [N+](=O)([O-])C=1C=C(C=CC1Cl)S(=O)(=O)Cl (3-nitro-4-chlorobenzenesulfonyl chloride). Run in O (water), C(C)#N (acetonitrile). Conditions: temperature 0 celsius. Yields the product C(CCC)N(S(=O)(=O)C1=CC(=C(C=C1)Cl)[N+](=O)[O-])CCCC (N,N-dibutyl-3-nitro-4-chlorobenzenesulfonamide). Reaction SMILES: [OH-].[Na+].[CH2:3]([NH:7][CH2:8][CH2:9][CH2:10][CH3:11])[CH2:4][CH2:5][CH3:6].[N+:12]([C:15]1[CH:16]=[C:17]([S:22](Cl)(=[O:24])=[O:23])[CH:18]=[CH:19][C:20]=1[Cl:21])([O-:14])=[O:13]>O.C(#N)C>[CH2:3]([N:7]([CH2:8][CH2:9][CH2:10][CH3:11])[S:22]([C:17]1[CH:18]=[CH:19][C:20]([Cl:21])=[C:15]([N+:12]([O-:14])=[O:13])[CH:16]=1)(=[O:23])=[O:24])[CH2:4][CH2:5][CH3:6] |f:0.1|. Reported procedure: 150 g of sodium hydroxide was dissolved in 200 ml of water, and the solution was cooled. To this solution was added 600 ml of dibutylamine, and the solution was cooled to 0° C. A solution of 954 g of 3-nitro-4-chlorobenzenesulfonyl chloride in 950 ml of acetonitrile was dropwise added thereto under vigorous stirring while keeping the solution temperature at not higher than 10° C. After completion of the dropwise addition, the reaction mixture was stirred for 1 hour at 10° C., and the crystals wh... Reactants: [Br-], CC(C)(C)OC(=O)N1CCCCC1C=NS(=O)C(C)(C)C, CCSc1cccc([Mg+])c1, C1CCOC1. Yields the product CCSc1cccc(C(N)C2CCCCN2C(=O)OC(C)(C)C)c1. Reaction SMILES: [Br-:1].[C:12]([S:13](=[O:14])[N:18]=[CH:19][CH:20]1[N:21]([C:26](=[O:27])[O:28][C:29]([CH3:30])([CH3:31])[CH3:32])[CH2:22][CH2:23][CH2:24][CH2:25]1)([CH3:15])([CH3:16])[CH3:17].[CH2:2]([CH3:3])[S:4][c:5]1[cH:6][c:7]([Mg+:11])[cH:8][cH:9][cH:10]1.[CH2:33]1[O:34][CH2:35][CH2:36][CH2:37]1>>[CH2:2]([CH3:3])[S:4][c:5]1[cH:6][c:7]([CH:19]([NH2:18])[CH:20]2[N:21]([C:26](=[O:27])[O:28][C:29]([CH3:30])([CH3:31])[CH3:32])[CH2:22][CH2:23][CH2:24][CH2:25]2)[cH:8][cH:9][cH:10]1. Starting materials: CN1C(CCC1)=O (1-methyl-2-pyrrolidinone), C1=CC=CC=2C3=CC=CC=C3N(C12)N (9H-carbazol-9-amine), ClC1=NC=NC(=C1)Cl (4,6-dichloropyrimidine). The solvent is O (water). Run at temperature 100 celsius. Product: ClC1=CC(=NC=N1)NN1C2=CC=CC=C2C=2C=CC=CC12 (N-(6-Chloropyrimidin-4-yl)-9H-carbazol-9-amine). As a reaction SMILES: CN1CCCC1=O.[CH:8]1[C:20]2[N:19]([NH2:21])[C:18]3[C:13](=[CH:14][CH:15]=[CH:16][CH:17]=3)[C:12]=2[CH:11]=[CH:10][CH:9]=1.[Cl:22][C:23]1[CH:28]=[C:27](Cl)[N:26]=[CH:25][N:24]=1>O>[Cl:22][C:23]1[N:24]=[CH:25][N:26]=[C:27]([NH:21][N:19]2[C:18]3[CH:17]=[CH:16][CH:15]=[CH:14][C:13]=3[C:12]3[C:20]2=[CH:8][CH:9]=[CH:10][CH:11]=3)[CH:28]=1. Reported procedure: To 150 ml of 1-methyl-2-pyrrolidinone was added 10.0 g of 9H-carbazol-9-amine, and 8.2 g of 4,6-dichloropyrimidine, and the mixture was heated to 100° C. and stirred for eleven hours. The mixture was then poured into water and extracted with toluene. The organic layer was washed with water and dried (sat. NaCl, anhydrous MgSO4). Starting materials: C(C)OCC=1N(C2=C(C=NC=3C=CC=CC23)N1)NCC(C)C (N-(2-ethoxymethyl-1H-imidazo[4,5-c]quinolin-1-yl)isobutylamine), C1=CC(=CC(=C1)Cl)C(=O)OO (MCPBA), [NH4+].[OH-] (NH4OH), C1(=CC=C(C=C1)S(=O)(=O)Cl)C (p-toluenesulfonyl chloride). Solvent: CO (MeOH), C(Cl)(Cl)Cl (CHCl3), C(Cl)Cl (CH2Cl2), C(Cl)Cl (CH2Cl2), O (water). Run at time 1.5 hour. Product: C(C)OCC=1N(C2=C(C(=NC=3C=CC=CC23)N)N1)NCC(C)C (2-ethoxymethyl-N1-isobutyl-1H-imidazo[4,5-c]quinoline-1,4-diamine). RXN SMILES: [CH2:1]([O:3][CH2:4][C:5]1[N:6]([NH:18][CH2:19][CH:20]([CH3:22])[CH3:21])[C:7]2[C:16]3[CH:15]=[CH:14][CH:13]=[CH:12][C:11]=3[N:10]=[CH:9][C:8]=2[N:17]=1)[CH3:2].C1C=C(Cl)C=C(C(OO)=O)C=1.[NH4+:34].[OH-].C1(C)C=CC(S(Cl)(=O)=O)=CC=1>C(Cl)Cl.O.CO.C(Cl)(Cl)Cl>[CH2:1]([O:3][CH2:4][C:5]1[N:6]([NH:18][CH2:19][CH:20]([CH3:21])[CH3:22])[C:7]2[C:16]3[CH:15]=[CH:14][CH:13]=[CH:12][C:11]=3[N:10]=[C:9]([NH2:34])[C:8]=2[N:17]=1)[CH3:2] |f:2.3|. Procedure details: A solution of N-(2-ethoxymethyl-1H-imidazo[4,5-c]quinolin-1-yl)isobutylamine (1.16 g, 3.89 mmol) in 30 mL of CH2Cl2 was treated with MCPBA (1.25 g, 5.05 mmol, 77% max). After 1.5 h, the reaction mixture was treated with 15 mL of concentrated NH4OH solution and p-toluenesulfonyl chloride (0.78 g, 4.08 mmol). After 30 min the reaction mixture was diluted with CH2Cl2 and water, and the phases were separated. The organic portion was washed with 2% Na2CO3 solution and water. The combined aqueous wash... Reactants: [OH-].[Ca+2].[OH-] (calcium hydroxide), C(=O)=O (carbon dioxide), C(CCCCCCC\C=C/CCCCCCCC)(=O)O (oleic acid), CCCCCCCCCC=1C=CC(=CC1)O (nonylphenol). Solvent: CO (methanol), alkylbenzene. Product: C(CCCCCCC\C=C/CCCCCCCC)(=O)[O-].[Ca+2].C(CCCCCCC\C=C/CCCCCCCC)(=O)[O-].C([O-])([O-])=O (calcium oleate carbonate). Isolated yield 13.0%. RXN SMILES: [OH-].[Ca+2:2].[OH-].[C:4](=[O:6])=[O:5].[C:7]([OH:26])(=[O:25])[CH2:8][CH2:9][CH2:10][CH2:11][CH2:12][CH2:13][CH2:14]/[CH:15]=[CH:16]\[CH2:17][CH2:18][CH2:19][CH2:20][CH2:21][CH2:22][CH2:23][CH3:24].CCCCCCCCCC1C=CC([OH:42])=CC=1>CO>[C:7]([O-:26])(=[O:25])[CH2:8][CH2:9][CH2:10][CH2:11][CH2:12][CH2:13][CH2:14]/[CH:15]=[CH:16]\[CH2:17][CH2:18][CH2:19][CH2:20][CH2:21][CH2:22][CH2:23][CH3:24].[Ca+2:2].[C:7]([O-:26])(=[O:25])[CH2:8][CH2:9][CH2:10][CH2:11][CH2:12][CH2:13][CH2:14]/[CH:15]=[CH:16]\[CH2:17][CH2:18][CH2:19][CH2:20][CH2:21][CH2:22][CH2:23][CH3:24].[C:4](=[O:42])([O-:6])[O-:5] |f:0.1.2,7.8.9.10|. Procedure details: 30 g of calcium hydroxide was suspended in 300 g of methanol and the obtained suspension was allowed to react while blowing carbon dioxide into the reaction system at 15° C. Next, 11 g of oleic acid and a mixture of 10 g of nonylphenol with 63 g of an alkylbenzene solvent were added thereto and the mixture was allowed to react by slowly elevating the temperature to 150° C. while removing the methanol and the water thus formed. After dehydrating under reduced pressure, overbased calcium oleate/ca... Reactants: ClC=1N=C(C2=C(N1)C=CC(=N2)CC2CCN(CC2)C(C)=O)N2CCOCC2 (1-(4-((2-Chloro-4-morpholinopyrido[3,2-d]pyrimidin-6-yl)methyl)piperidin-1-yl)ethanone), CO[C@@H](C)C1=NC2=C(N1)C=CC=C2 ((S)-2-(1-methoxyethyl)-1H-benzo[d]imidazole). Product: CO[C@@H](C)C1=NC2=C(N1C=1N=C(C3=C(N1)C=CC(=N3)CC3CCN(CC3)C(C)=O)N3CCOCC3)C=CC=C2 ((S)-1-(4-((2-(2-(1-methoxyethyl)-1H-benzo[d]imidazol-1-yl)-4-morpholinopyrido[3,2-d]pyrimidin-6-yl)methyl)piperidin-1-yl)ethanone). Reaction SMILES: Cl[C:2]1[N:3]=[C:4]([N:22]2[CH2:27][CH2:26][O:25][CH2:24][CH2:23]2)[C:5]2[N:11]=[C:10]([CH2:12][CH:13]3[CH2:18][CH2:17][N:16]([C:19](=[O:21])[CH3:20])[CH2:15][CH2:14]3)[CH:9]=[CH:8][C:6]=2[N:7]=1.[CH3:28][O:29][C@H:30]([C:32]1[NH:36][C:35]2[CH:37]=[CH:38][CH:39]=[CH:40][C:34]=2[N:33]=1)[CH3:31]>>[CH3:28][O:29][C@H:30]([C:32]1[N:33]([C:2]2[N:3]=[C:4]([N:22]3[CH2:23][CH2:24][O:25][CH2:26][CH2:27]3)[C:5]3[N:11]=[C:10]([CH2:12][CH:13]4[CH2:18][CH2:17][N:16]([C:19](=[O:21])[CH3:20])[CH2:15][CH2:14]4)[CH:9]=[CH:8][C:6]=3[N:7]=2)[C:34]2[CH:40]=[CH:39][CH:38]=[CH:37][C:35]=2[N:36]=1)[CH3:31]. Reported procedure: 1-(4-((2-Chloro-4-morpholinopyrido[3,2-d]pyrimidin-6-yl)methyl)piperidin-1-yl)ethanone from Example 148 (0.125 g) was reacted with (S)-2-(1-methoxyethyl)-1H-benzo[d]imidazole via General Procedure D to produce 22.1 mg of 164 following reverse phase HPLC purification. MS (Q1) 530.3 (M)+ Reactants: CC(C)(C)OC(=O)N1CCC(C)(C(=O)N2CCCC2)C1, ClCCl, O=C(O)C(F)(F)F, O. The product is CC1(C(=O)N2CCCC2)CCNC1. As a reaction SMILES: [C:1]([O:2][C:3](=[O:4])[N:8]1[CH2:9][C:10]([C:13](=[O:14])[N:15]2[CH2:16][CH2:17][CH2:18][CH2:19]2)([CH3:20])[CH2:11][CH2:12]1)([CH3:5])([CH3:6])[CH3:7].[Cl:28][CH2:29][Cl:30].[F:21][C:22]([F:23])([F:24])[C:25]([OH:26])=[O:27].[OH2:31]>>[NH:8]1[CH2:9][C:10]([C:13](=[O:14])[N:15]2[CH2:16][CH2:17][CH2:18][CH2:19]2)([CH3:20])[CH2:11][CH2:12]1. The reactants are II (iodine), [OH-].[K+] (potassium hydroxide), N1N=CC2=CC=CC(=C12)C(C)(C)O (2-(1H-indazol-7-yl)-propan-2-ol). The solvent is CN(C)C=O (DMF). Run at time 5 hour. Product: IC1=NNC2=C(C=CC=C12)C(C)(C)O (2-(3-iodo-1H-indazol-7-yl)-propan-2-ol). As a reaction SMILES: [NH:1]1[C:9]2[C:4](=[CH:5][CH:6]=[CH:7][C:8]=2[C:10]([OH:13])([CH3:12])[CH3:11])[CH:3]=[N:2]1.[I:14]I.[OH-].[K+]>CN(C=O)C>[I:14][C:3]1[C:4]2[C:9](=[C:8]([C:10]([OH:13])([CH3:11])[CH3:12])[CH:7]=[CH:6][CH:5]=2)[NH:1][N:2]=1 |f:2.3|. Procedure: In a round-bottomed flask, 2-(1H-indazol-7-yl)-propan-2-ol (204 mg, 1.16 mmol) was dissolved in DMF (3 ml) and iodine (588 mg, 2.32 mmol) and potassium hydroxide (251 mg, 4.48 mmol) were added. The dark brown suspension was stirred at room temperature for 5 h then quenched with 10% aqueous NaHSO3 and extracted with a mixture of diethyl ether and EtOAc (2×). The combined organic layers were washed twice with water and once with brine then dried over sodium sulfate, filtered and concentrated to af...